Dataset: the Open Reaction Database (ORD), a public repository of structured organic reaction records. Task: describe an organic reaction: reactants, conditions, products, and yield Reactants: C(#N)C=1C=CC(=C(C(=O)OC)C1)O (Methyl 5-cyano-2-hydroxybenzoate), [C-]#N.[Na+] (NaCN), CO (MeOH), C(C)(C)N (iso-propyl amine). Solvent: CS(=O)C (DMSO). Reaction conditions: temperature 60 celsius. The product is C(C)(C)NC(C1=C(C=CC(=C1)C#N)O)=O (N1-iso-Propyl-5-cyano-2-hydroxybenzamide). Yield: 93.0%. As a reaction SMILES: [C:1]([C:3]1[CH:4]=[CH:5][C:6]([OH:13])=[C:7]([CH:12]=1)[C:8]([O:10]C)=O)#[N:2].[C-]#N.[Na+].CO.[CH:19]([NH2:22])([CH3:21])[CH3:20]>CS(C)=O>[CH:19]([NH:22][C:8](=[O:10])[C:7]1[CH:12]=[C:3]([C:1]#[N:2])[CH:4]=[CH:5][C:6]=1[OH:13])([CH3:21])[CH3:20] |f:1.2|. Reported procedure: Methyl 5-cyano-2-hydroxybenzoate (8.85 g; 50 mmol; see Example 10(b) above) and NaCN (250 mg; 5 mmol) were dissolved in DMSO (10 mL) and MeOH (50 mL) and iso-propyl amine (25 mL) was added. The reaction mixture was heated (60° C. ) in a sealed steel vessel for 10 h, the MeOH was removed under reduced pressure and H2O (500 mL) was added. The solution was acidified with HCl (pH 1), filtered and the precipitate was washed with H2O giving the sub-title compound in a 93% yield. The reactants are NC1=C(C2=C(COC(C2)(C)C)S1)C(=O)OC(C)(C)C (tert-butyl 2-amino-5,5-dimethyl-5,7-dihydro-4H-thieno[2,3-c]pyran-3-carboxylate), COC1=CC=C(C(=O)N=C=S)C=C1 (4-methoxybenzoyl isothiocyanate). The solvent is C1CCOC1 (THF), C1CCOC1 (THF). Run at temperature 50 celsius. Yields the product COC1=CC=C(C(=O)NC(NC2=C(C3=C(COC(C3)(C)C)S2)C(=O)OC(C)(C)C)=S)C=C1 (tert-Butyl 2-(3-(4-methoxybenzoyl)thioureido)-5,5-dimethyl-5,7-dihydro-4H-thieno[2,3-c]pyran-3-carboxylate). Yield: 78.3%. RXN SMILES: [NH2:1][C:2]1[S:12][C:5]2[CH2:6][O:7][C:8]([CH3:11])([CH3:10])[CH2:9][C:4]=2[C:3]=1[C:13]([O:15][C:16]([CH3:19])([CH3:18])[CH3:17])=[O:14].[CH3:20][O:21][C:22]1[CH:32]=[CH:31][C:25]([C:26]([N:28]=[C:29]=[S:30])=[O:27])=[CH:24][CH:23]=1>C1COCC1>[CH3:20][O:21][C:22]1[CH:23]=[CH:24][C:25]([C:26]([NH:28][C:29](=[S:30])[NH:1][C:2]2[S:12][C:5]3[CH2:6][O:7][C:8]([CH3:11])([CH3:10])[CH2:9][C:4]=3[C:3]=2[C:13]([O:15][C:16]([CH3:19])([CH3:18])[CH3:17])=[O:14])=[O:27])=[CH:31][CH:32]=1. Procedure: A solution of tert-butyl 2-amino-5,5-dimethyl-5,7-dihydro-4H-thieno[2,3-c]pyran-3-carboxylate (1.0 mL, 0.083 M, 0.083 mmol) in THF was added to a solution of 4-methoxybenzoyl isothiocyanate (51 mg, 0.26 mmol) in THF (1 mL) and heated at 50° C. for 16 hours, then cooled to room temperature. The solvent was removed and EtOH (2 mL) was added. The product was filtered and rinsed with EtOH (3×5 mL). tert-Butyl 2-(3-(4-methoxybenzoyl)thioureido)-5,5-dimethyl-5,7-dihydro-4H-thieno[2,3-c]pyran-3-carboxy... Starting materials: O=C([O-])O, CCO, CCOC(OCC)OCC, O=CC1CCC2OC(=O)CC12, [Na+], O, Cc1ccc(S(=O)(=O)O)cc1. The product is CCOC(OCC)C1CCC2OC(=O)CC21. RXN SMILES: [C:33](=[O:34])([OH:35])[O-:36].[CH2:39]([OH:40])[CH3:41].[CH:12]([O:13][CH2:14][CH3:15])([O:16][CH2:17][CH3:18])[O:19][CH2:20][CH3:21].[CH:1](=[O:2])[CH:3]1[CH:4]2[CH2:5][C:6](=[O:11])[O:7][CH:8]2[CH2:9][CH2:10]1.[Na+:37].[OH2:38].[c:22]1([CH3:23])[cH:24][cH:25][c:26]([S:27]([OH:28])(=[O:29])=[O:30])[cH:31][cH:32]1>>[CH:3]1([CH:12]([O:16][CH2:17][CH3:18])[O:19][CH2:20][CH3:21])[CH:4]2[CH2:5][C:6](=[O:11])[O:7][CH:8]2[CH2:9][CH2:10]1. The reactants are C=CCC(CCC(=O)O)(C(=O)OCC)C(=O)OCC, O=C(Cl)C(=O)Cl, c1ccccc1. The product is C=CCC(CCC(=O)O)(C(=O)OCC)C(=O)OCC, [Cl-]. RXN SMILES: [CH2:1]([CH:2]=[CH2:3])[C:4]([C:5](=[O:6])[O:7][CH2:8][CH3:9])([C:10](=[O:11])[O:12][CH2:13][CH3:14])[CH2:15][CH2:16][C:17](=[O:18])[OH:19].[Cl:20][C:21]([C:22]([Cl:23])=[O:24])=[O:25].[cH:26]1[cH:27][cH:28][cH:29][cH:30][cH:31]1>>[CH2:1]([CH:2]=[CH2:3])[C:4]([C:5](=[O:6])[O:7][CH2:8][CH3:9])([C:10](=[O:11])[O:12][CH2:13][CH3:14])[CH2:15][CH2:16][C:17](=[O:18])[OH:19].[Cl-:20]. Reactants: [F-].C(CCC)[N+](CCCC)(CCCC)CCCC (tetrabutylammonium fluoride), ClC1=C(C(=O)NC2=CC=CC3=C2OC(=C3C)C)C(=CC=C1O[Si](C(C)C)(C(C)C)C(C)C)Cl (7-(2,6-dichloro-3-triisopropylsilyloxybenzoylamino)-2,3-dimethylbenzo[b]furan). Solvent: O1CCCC1 (tetrahydrofuran), O1CCCC1 (tetrahydrofuran). Reaction conditions: temperature 4 celsius, time 1 hour. Product: ClC1=C(C(=O)NC2=CC=CC3=C2OC(=C3C)C)C(=CC=C1O)Cl (7-(2,6-dichloro-3-hydroxybenzoylamino)-2,3-dimethylbenzo[b]furan). The yield is 99.5%. Reaction SMILES: [F-].C([N+](CCCC)(CCCC)CCCC)CCC.[Cl:19][C:20]1[C:39]([O:40][Si](C(C)C)(C(C)C)C(C)C)=[CH:38][CH:37]=[C:36]([Cl:51])[C:21]=1[C:22]([NH:24][C:25]1[C:30]2[O:31][C:32]([CH3:35])=[C:33]([CH3:34])[C:29]=2[CH:28]=[CH:27][CH:26]=1)=[O:23]>O1CCCC1>[Cl:19][C:20]1[C:39]([OH:40])=[CH:38][CH:37]=[C:36]([Cl:51])[C:21]=1[C:22]([NH:24][C:25]1[C:30]2[O:31][C:32]([CH3:35])=[C:33]([CH3:34])[C:29]=2[CH:28]=[CH:27][CH:26]=1)=[O:23] |f:0.1|. Procedure: A solution of tetrabutylammonium fluoride in tetrahydrofuran (1M solution, 0.58 ml) was added to a solution of 7-(2,6-dichloro-3-triisopropylsilyloxybenzoylamino)-2,3-dimethylbenzo[b]furan (221 mg) in tetrahydrofuran (2 ml) at 4° C. The solution was stirred at 4° C. for 1 hour and concentrated in vacuo. The residue was purified by column chromatography on silica gel and the obtained oil was crystallized from diisopropyl ether to give 7-(2,6-dichloro-3-hydroxybenzoylamino)-2,3-dimethylbenzo[b]fur... Product: C(CCC)C1(C(C2=CC=CC(=C2CC1)O)=O)CCCC (2,2-dibutyl-3,4-dihydro-5-hydroxy-1(2H)-naphthalenone). RXN SMILES: [CH2:1]([C:5]1([CH2:18][CH2:19][CH2:20][CH3:21])[CH2:14][CH2:13][C:12]2[C:7](=[CH:8][CH:9]=[CH:10][C:11]=2[O:15]C)[C:6]1=[O:17])[CH2:2][CH2:3][CH3:4].[Br-].[Al+3].[Br-].[Br-].Cl.C(OCC)C>C1C=CC=CC=1>[CH2:1]([C:5]1([CH2:18][CH2:19][CH2:20][CH3:21])[CH2:14][CH2:13][C:12]2[C:7](=[CH:8][CH:9]=[CH:10][C:11]=2[OH:15])[C:6]1=[O:17])[CH2:2][CH2:3][CH3:4] |f:1.2.3.4|. Run in C1=CC=CC=C1 (benzene). Starting materials: C(CCC)C1(C(C2=CC=CC(=C2CC1)OC)=O)CCCC (2,2-dibutyl-3,4-dihydro-5-methoxy-1(2H)-naphthalenone), [Br-].[Al+3].[Br-].[Br-] (aluminium bromide), Cl (hydrochloric acid), C(C)OCC (diethyl ether). Procedure: A mixture of 2,2-dibutyl-3,4-dihydro-5-methoxy-1(2H)-naphthalenone (2.321 g) and aluminium bromide (7.0 g) in dried benzene (40 ml) was refluxed for 40 minutes and allowed to cool in an ice-water bath. The cooled mixture was poured into a mixture of 1N aqueous hydrochloric acid (150 ml) and diethyl ether (100 ml) with stirring. The organic layer was washed with brine, dried, and concentrated in vacuo to yield 2,2-dibutyl-3,4-dihydro-5-hydroxy-1(2H)-naphthalenone (2.643 g) as a crude syrup. Isolated yield 119.7%. The reactants are 1,2-dihydroquinolines, III, II (iodine), 1,2-dihydroquinolines, CC(=O)C (acetone), steroid, steroid, NC1=CC=CC=C1 (aniline), 1,2-dihydroquinolines. Product: N1CC=CC2=CC=CC=C12 (1,2-dihydroquinoline). Yield: 18.0%. RXN SMILES: [NH2:1][C:2]1[CH:7]=[CH:6][CH:5]=[CH:4][CH:3]=1.II.[CH3:10][C:11]([CH3:13])=O>>[NH:1]1[C:2]2[C:7](=[CH:6][CH:5]=[CH:4][CH:3]=2)[CH:10]=[CH:11][CH2:13]1. Procedure: 1,2-dihydroquinolines are key intermediates in the preparation of a number of steroid receptor modulating compounds, and are prepared by a multi-step route culminating in the treatment of an aniline with acetone and iodine at elevated temperatures in a process known as the Skraup reaction, as shown below. See R. H. F. Manske et al., Organic Reactions 7: 59-98 (1953), and W. R Vaughan, Org. Synth. Coll. Vol III, 329-332 (1955). ##STR1## Many 1,2-dihydroquinolines are themselves steroid receptor m...